Dataset: the Open Reaction Database (ORD), a public repository of structured organic reaction records. Task: describe an organic reaction: reactants, conditions, products, and yield Starting materials: BrC1=CC=C2C(=NN(C2=C1)C1=NC(=NC=C1)N)CN1CC(C1)(F)F (4-{6-bromo-3-[(3,3-difluoroazetidin-1-yl)methyl]indazol-1-yl}pyrimidin-2-amine), CC(C)(C#C)O (2-methyl-but-3-yn-2-ol), CC1=NC(=NO1)[C@@](C)(C#C)O ((2R)-2-(5-methyl-1,2,4-oxadiazol-3-yl)but-3-yn-2-ol). The product is NC1=NC=CC(=N1)N1N=C(C2=CC=C(C=C12)C#C[C@@](C)(O)C1=NOC(=N1)C)CN1CC(C1)(F)F ((2R)-4-[1-(2-aminopyrimidin-4-yl)-3-[(3,3-difluoroazetidin-1-yl)methyl]-1H-indazol-6-yl]-2-(5-methyl-1,2,4-oxadiazol-3-yl)but-3-yn-2-ol). As a reaction SMILES: Br[C:2]1[CH:10]=[C:9]2[C:5]([C:6]([CH2:18][N:19]3[CH2:22][C:21]([F:24])([F:23])[CH2:20]3)=[N:7][N:8]2[C:11]2[CH:16]=[CH:15][N:14]=[C:13]([NH2:17])[N:12]=2)=[CH:4][CH:3]=1.CC(O)(C#C)C.[CH3:31][C:32]1[O:36][N:35]=[C:34]([C@:37]([OH:41])([C:39]#[CH:40])[CH3:38])[N:33]=1>>[NH2:17][C:13]1[N:12]=[C:11]([N:8]2[C:9]3[C:5](=[CH:4][CH:3]=[C:2]([C:40]#[C:39][C@:37]([C:34]4[N:33]=[C:32]([CH3:31])[O:36][N:35]=4)([OH:41])[CH3:38])[CH:10]=3)[C:6]([CH2:18][N:19]3[CH2:22][C:21]([F:24])([F:23])[CH2:20]3)=[N:7]2)[CH:16]=[CH:15][N:14]=1. Procedure details: The title compound was prepared by the procedure described in Example 10-c by substituting 4-{6-bromo-3-[(dimethylamino)methyl]-1H-indazol-1-yl}pyrimidin-2-amine with of 4-{6-bromo-3-[(3,3-difluoroazetidin-1-yl)methyl]indazol-1-yl}pyrimidin-2-amine and 2-methyl-but-3-yn-2-ol with (2R)-2-(5-methyl-1,2,4-oxadiazol-3-yl)but-3-yn-2-ol: 1H NMR (500 MHz, CDCl3) delta 2.09 (3H, s), 2.67 (3H, s), 3.73 (4H, t, J=12.06 Hz), 4.12 (2H, s), 4.80-5.13 (1 H, m), 5.51 (2H, s), 7.28 (1H, d, J=5.67 Hz), 7.37 (1H,... Reactants: C(C1=CC=CC=C1)(C1=CC=CC=C1)(C1=CC=CC=C1)N1C=NC(=C1)I (N-trityl-4-iodo-imidazole), C[Mg+].[Br-] (MeMgBr), C(C)C=1SC=CC1C=O (2-ethylthiophene-3-carboxaldehyde), B7. Run in C(Cl)Cl (CH2Cl2), C(C)OCC (diethyl ether), ClCl (Cl2). Reaction conditions: time 3 hour. The product is C(C)C=1SC=CC1C(O)C=1N=CN(C1)C(C1=CC=CC=C1)(C1=CC=CC=C1)C1=CC=CC=C1 ((2-ethylthien-3-yl)-1-trityl-imidazol-4-yl-methanol), C7. RXN SMILES: [C:1]([N:20]1[CH:24]=[C:23](I)[N:22]=[CH:21]1)([C:14]1[CH:19]=[CH:18][CH:17]=[CH:16][CH:15]=1)([C:8]1[CH:13]=[CH:12][CH:11]=[CH:10][CH:9]=1)[C:2]1[CH:7]=[CH:6][CH:5]=[CH:4][CH:3]=1.C[Mg+].[Br-].[CH2:29]([C:31]1[S:32][CH:33]=[CH:34][C:35]=1[CH:36]=[O:37])[CH3:30]>C(Cl)Cl.C(OCC)C.ClCl>[CH2:29]([C:31]1[S:32][CH:33]=[CH:34][C:35]=1[CH:36]([C:23]1[N:22]=[CH:21][N:20]([C:1]([C:14]2[CH:19]=[CH:18][CH:17]=[CH:16][CH:15]=2)([C:8]2[CH:13]=[CH:12][CH:11]=[CH:10][CH:9]=2)[C:2]2[CH:7]=[CH:6][CH:5]=[CH:4][CH:3]=2)[CH:24]=1)[OH:37])[CH3:30] |f:1.2|. Procedure details: To a solution of N-trityl-4-iodo-imidazole (4.1 g, 0.0095 mol) in dry CH2Cl2 (75 mL) was added a solution of MeMgBr (4.0 mL, 3.0M) in diethyl ether and the solution was stirred for 3 hrs. Then a solution of 2-ethylthiophene-3-carboxaldehyde, B7, (1.66 g, 0.0087 mol) in CH2 Cl2 (20 mL) was added and the reaction mixture was stirred at room temperature overnight. The reaction was quenched with aqueous NH4Cl and the mixture was transferred to a separatory funnel. The aqueous layer was extracted wit... Reactants: ClC=1C=C(COC=2C=C(C=CC2)C(C)=O)C=CC1Cl (1-[3-(3,4-Dichloro-benzyloxy)-phenyl]-ethanone), pyrolidone hydrotribromide. Solvent: CO.C(Cl)Cl (MeOH DCM). Run at time 3 hour. The product is BrCC(=O)C1=CC(=CC=C1)OCC1=CC(=C(C=C1)Cl)Cl (2-Bromo-1-[3-(3,4-dichloro-benzyloxy)-phenyl]-ethanone). As a reaction SMILES: [Cl:1][C:2]1[CH:3]=[C:4]([CH:16]=[CH:17][C:18]=1[Cl:19])[CH2:5][O:6][C:7]1[CH:8]=[C:9]([C:13](=[O:15])[CH3:14])[CH:10]=[CH:11][CH:12]=1.C1CNC(=O)C1.[Br:26][Br-]Br>CO.C(Cl)Cl>[Br:26][CH2:14][C:13]([C:9]1[CH:10]=[CH:11][CH:12]=[C:7]([O:6][CH2:5][C:4]2[CH:16]=[CH:17][C:18]([Cl:19])=[C:2]([Cl:1])[CH:3]=2)[CH:8]=1)=[O:15] |f:1.2,3.4|. Procedure details: 1-[3-(3,4-Dichloro-benzyloxy)-phenyl]-ethanone (30 g) was dissolved in MeOH:DCM (2:1, 300 mL) and pyrolidone hydrotribromide (75 g) was added portion wise and stirred at room temperature for 3 hours. After completion of the reaction, the mixture was concentrated in vacuo and poured into saturated sodium bicarbonate solution (200 mL) and extracted with ethyl acetate (2×200 mL). The organic extracts were combined and washed with brine and concentrated in vacuo. Then this residue was dissolved in D... RXN SMILES: [B-:12]([F:13])([F:14])([F:15])[F:16].[CH2:17]([CH3:18])[O+:19]([CH2:20][CH3:21])[CH2:22][CH3:23].[Cl:1][c:2]1[cH:3][c:4]([F:11])[c:5]([C:6](=[O:7])[NH2:8])[cH:9][cH:10]1>>[Cl:1][c:2]1[cH:3][c:4]([F:11])[c:5]([C:6]([O:7][CH2:17][CH3:18])=[NH:8])[cH:9][cH:10]1. The product is CCOC(=N)c1ccc(Cl)cc1F. Reactants: F[B-](F)(F)F, CC[O+](CC)CC, NC(=O)c1ccc(Cl)cc1F. Starting materials: CC1=C(C(=C(C(=C1O)C)C)C(C)(C)C1=CC=C(C=C1)O)C (tetramethylbisphenol-A), CC1=C(C(=C(C(=C1O)C)C)C(C)(C)C1=CC=C(C=C1)O)C (tetramethylbisphenol-A), final solution, CN(C(=O)N(C)C)[Si](C)(C)N(C(=O)N(C)C)C (bis(trimethylureido)dimethyl silane). The solvent is C1(=CC=CC=C1)C (toluene), C1(=CC=CC=C1)C (toluene), C1(=CC=CC=C1)C (toluene). Run at temperature 78 celsius. Product: [SiH4].CC1=C(C(=C(C(=C1O)C)C)C(C)(C)C1=CC=C(C=C1)O)C (tetramethylbisphenol-A monosiloxane). RXN SMILES: [CH3:1][C:2]1[C:7]([OH:8])=[C:6]([CH3:9])[C:5]([CH3:10])=[C:4]([C:11]([C:14]2[CH:19]=[CH:18][C:17]([OH:20])=[CH:16][CH:15]=2)([CH3:13])[CH3:12])[C:3]=1[CH3:21].CN([Si:29](N(C)C(N(C)C)=O)(C)C)C(N(C)C)=O>C1(C)C=CC=CC=1>[SiH4:29].[CH3:9][C:6]1[C:7]([OH:8])=[C:2]([CH3:1])[C:3]([CH3:21])=[C:4]([C:11]([C:14]2[CH:15]=[CH:16][C:17]([OH:20])=[CH:18][CH:19]=2)([CH3:13])[CH3:12])[C:5]=1[CH3:10] |f:3.4|. Reported procedure: There was added 9.4391 grams (0.03367 mols) of tetramethylbisphenol-A in increments of 4.72 grams, 2.36 grams and 2.35 grams at half hour intervals using 10 ml dry toluene to transfer each addition to 7.82 grams (0.03367 mols) of a 50% by weight toluene solution of bis(trimethylureido)dimethyl silane maintained under a nitrogen blanket at a temperature of 78° C. The final solution had about 27% by weight solids. The temperature of the resulting solution was raised to 120° C. one hour after the f... The reactants are CC(C)(C)C(=O)Cl, CCN(C(C)C)C(C)C, Cc1ccc(SCc2cc3c(cc2Cl)OCO3)c(N)c1, ClCCl, Cl. Yields the product Cc1ccc(SCc2cc3c(cc2Cl)OCO3)c(NC(=O)C(C)(C)C)c1. RXN SMILES: [CH3:21][C:22]([C:23](=[O:24])[Cl:25])([CH3:26])[CH3:27].[CH:32]([N:33]([CH:34]([CH3:35])[CH3:36])[CH2:37][CH3:38])([CH3:39])[CH3:40].[Cl:1][c:2]1[c:3]([CH2:11][S:12][c:13]2[c:14]([NH2:15])[cH:16][c:17]([CH3:20])[cH:18][cH:19]2)[cH:4][c:5]2[c:6]([cH:10]1)[O:7][CH2:8][O:9]2.[Cl:28][CH2:29][Cl:30].[ClH:31]>>[Cl:1][c:2]1[c:3]([CH2:11][S:12][c:13]2[c:14]([NH:15][C:23]([C:22]([CH3:21])([CH3:26])[CH3:27])=[O:24])[cH:16][c:17]([CH3:20])[cH:18][cH:19]2)[cH:4][c:5]2[c:6]([cH:10]1)[O:7][CH2:8][O:9]2.